Dataset: the Open Reaction Database (ORD), a public repository of structured organic reaction records. Task: describe an organic reaction: reactants, conditions, products, and yield Starting materials: FeCl3, Cl (hydrochloric acid), ClC1=CC=C(S1)C=1C=CC(=NC1)CCCCC (5-chloro-2-(2-pentyl-5-pyridyl)-thiophene), C(#N)C#N ((CN)2), N1=CC=CC=C1 (pyridine). Run in O (H2O), CN1C(CCC1)=O (N-methylpyrrolidone). Conditions: temperature 70 celsius. Yields the product C(CCCC)C1=NC=C(C=C1)C=1SC(=CC1)C#N (2-(2-pentyl-5-pyridyl)-thiophene-5-carbonitrile). As a reaction SMILES: Cl[C:2]1[S:6][C:5]([C:7]2[CH:8]=[CH:9][C:10]([CH2:13][CH2:14][CH2:15][CH2:16][CH3:17])=[N:11][CH:12]=2)=[CH:4][CH:3]=1.[C:18](C#N)#[N:19].N1C=CC=CC=1.Cl>O.CN1CCCC1=O>[CH2:13]([C:10]1[CH:9]=[CH:8][C:7]([C:5]2[S:6][C:2]([C:18]#[N:19])=[CH:3][CH:4]=2)=[CH:12][N:11]=1)[CH2:14][CH2:15][CH2:16][CH3:17]. Procedure: A mixture of 26.6 g of 5-chloro-2-(2-pentyl-5-pyridyl)-thiophene, 10 g of Cu2 (CN)2, 120 ml of pyridine and 60 ml of N-methylpyrrolidone is heated at 150° for 2 hours. It is cooled, a solution of 120 g of FeCl3.6 H2O in 600 ml of 20% strength hydrochloric acid is added and the mixture is warmed at 70° C. for 1.5 hours, with stirring, and worked up in the customary manner to give 2-(2-pentyl-5-pyridyl)-thiophene-5-carbonitrile.